From a dataset of the Open Reaction Database (ORD), a public repository of structured organic reaction records. describe an organic reaction: reactants, conditions, products, and yield Starting materials: COC(=O)[C@H]1N(C[C@@H](C1)S(=O)(=O)C1=C(C=CC=C1)C(F)(F)F)C1=NNC(=C1)C ((2S,4R)-1-(5-methyl-1H-pyrazol-3-yl)-4-(2-trifluoromethyl-benzenesulfonyl)-pyrrolidine-2-carboxylic acid methyl ester), [OH-].[Li+] (lithium hydroxide). Yields the product CC1=CC(=NN1)N1[C@@H](C[C@H](C1)S(=O)(=O)C1=C(C=CC=C1)C(F)(F)F)C(=O)O ((2S,4R)-1-(5-Methyl-1H-pyrazol-3-yl)-4-(2-trifluoromethyl-benzenesulfonyl)-pyrrolidine-2-carboxylic acid). Reaction SMILES: C[O:2][C:3]([C@@H:5]1[CH2:9][C@@H:8]([S:10]([C:13]2[CH:18]=[CH:17][CH:16]=[CH:15][C:14]=2[C:19]([F:22])([F:21])[F:20])(=[O:12])=[O:11])[CH2:7][N:6]1[C:23]1[CH:27]=[C:26]([CH3:28])[NH:25][N:24]=1)=[O:4].[OH-].[Li+]>>[CH3:28][C:26]1[NH:25][N:24]=[C:23]([N:6]2[CH2:7][C@H:8]([S:10]([C:13]3[CH:18]=[CH:17][CH:16]=[CH:15][C:14]=3[C:19]([F:21])([F:20])[F:22])(=[O:11])=[O:12])[CH2:9][C@H:5]2[C:3]([OH:4])=[O:2])[CH:27]=1 |f:1.2|. Procedure: In analogy to the procedure described in example 253e, (2S,4R)-1-(5-methyl-1H-pyrazol-3-yl)-4-(2-trifluoromethyl-benzenesulfonyl)-pyrrolidine-2-carboxylic acid methyl ester was saponified in the presence of lithium hydroxide to give the title compound as yellow solid. MS (ESI): m/z=404.4 [M+H]+.